The task is: describe an organic reaction: reactants, conditions, products, and yield. This data is from the Open Reaction Database (ORD), a public repository of structured organic reaction records. The reactants are Oc1ccc(C2(c3ccc(O)cc3)CCC2)cc1, CC#N, Cl, O=S(=O)(OS(=O)(=O)C(F)(F)F)C(F)(F)F, c1ccncc1. RXN SMILES: [C:16]1([c:20]2[cH:21][cH:22][c:23]([OH:26])[cH:24][cH:25]2)([c:27]2[cH:28][cH:29][c:30]([OH:33])[cH:31][cH:32]2)[CH2:17][CH2:18][CH2:19]1.[CH3:41][C:42]#[N:43].[ClH:40].[F:1][C:2]([F:3])([F:4])[S:5](=[O:6])(=[O:7])[O:8][S:9]([C:10]([F:11])([F:12])[F:13])(=[O:14])=[O:15].[cH:34]1[cH:35][cH:36][n:37][cH:38][cH:39]1>>[F:1][C:2]([F:3])([F:4])[S:5](=[O:6])(=[O:7])[O:8][c:30]1[cH:29][cH:28][c:27]([C:16]2([c:20]3[cH:21][cH:22][c:23]([OH:26])[cH:24][cH:25]3)[CH2:17][CH2:18][CH2:19]2)[cH:32][cH:31]1. Product: O=S(=O)(Oc1ccc(C2(c3ccc(O)cc3)CCC2)cc1)C(F)(F)F.